From a dataset of the Open Reaction Database (ORD), a public repository of structured organic reaction records. describe an organic reaction: reactants, conditions, products, and yield Reactants: FC1=CC=C(C2=CC=CC=C12)C1=C(NC(O1)=O)CCCC(=O)OCC (ethyl 4-[5-(4-fluoro-1-naphthyl)-2-oxo-4-oxazolin-4-yl]butanoate), P(=O)(Cl)(Cl)Cl (phosphorus oxychloride), ice water. Solvent: N1=CC=CC=C1 (pyridine). Conditions: temperature 125 celsius, time 45 minute. The product is ClC=1OC(=C(N1)CCCC(=O)OCC)C1=CC=C(C2=CC=CC=C12)F (ethyl 2-chloro-5-(4-fluoro-1-naphthyl)-4-oxazolebutanoate), oil. The yield is 28.0%. RXN SMILES: [F:1][C:2]1[C:11]2[C:6](=[CH:7][CH:8]=[CH:9][CH:10]=2)[C:5]([C:12]2[O:16][C:15](=O)[NH:14][C:13]=2[CH2:18][CH2:19][CH2:20][C:21]([O:23][CH2:24][CH3:25])=[O:22])=[CH:4][CH:3]=1.P(Cl)(Cl)([Cl:28])=O>N1C=CC=CC=1>[Cl:28][C:15]1[O:16][C:12]([C:5]2[C:6]3[C:11](=[CH:10][CH:9]=[CH:8][CH:7]=3)[C:2]([F:1])=[CH:3][CH:4]=2)=[C:13]([CH2:18][CH2:19][CH2:20][C:21]([O:23][CH2:24][CH3:25])=[O:22])[N:14]=1. Reported procedure: A mixture of ethyl 4-[5-(4-fluoro-1-naphthyl)-2-oxo-4-oxazolin-4-yl]butanoate (3.09 g), phosphorus oxychloride (6.00 g) and pyridine (0.80 g) was heated to 120-130° C. and stirred for 45 minutes. There action mixture was poured into 100 ml of ice water and extracted with ethyl acetate (100 ml×2). The organic layer was washed in sequence with a 10% aqueous solution of sodium hydrogen carbonate (50 ml) and a saturated aqueous solution of sodium chloride (50 ml), and dried over anhydrous magnesium ... Solvent: C1(=CC=CC=C1)C (toluene). Reported procedure: A solution of 1.15 g of (3S,5S)-3-isopropyl-5-[(S)-1-(2-nitrobenzenesulfonyl)aziridin-2-yl]dihydrofuran-2-one obtained in Example (1g) (3.25 mmol) and 889 mg of 1-(2-chloro-5-fluorophenyl)-5,5-dimethylpiperazin-2-one obtained in Example (62d) (3.9 mmol) in toluene (32 ml) was stirred at 110° C. for one hour. After cooling, the reaction mixture was concentrated under reduced pressure, and the residue was purified by silica gel column chromatography (elution solvent: toluene/acetone=10/1) to obtai... The reactants are C(C)(C)[C@H]1C(O[C@@H](C1)C1[N@](C1)S(=O)(=O)C1=C(C=CC=C1)[N+](=O)[O-])=O ((3S,5S)-3-isopropyl-5-[(S)-1-(2-nitrobenzenesulfonyl)aziridin-2-yl]dihydrofuran-2-one), ClC1=C(C=C(C=C1)F)N1C(CNC(C1)(C)C)=O (1-(2-Chloro-5-fluorophenyl)-5,5-dimethylpiperazin-2-one). Yields the product ClC1=C(C=C(C=C1)F)N1CC(N(CC1=O)C[C@@H]([C@H]1OC([C@@H](C1)C(C)C)=O)NS(=O)(=O)C1=C(C=CC=C1)[N+](=O)[O-])(C)C (N-{(S)-2-[4-(2-Chloro-5-fluorophenyl)-2,2-dimethyl-5-oxopiperazin-1-yl]-1-[(2S,4S)-4-isopropyl-5-oxotetrahydrofuran-2-yl]ethyl}-2-nitrobenzenesulfonamide). Reaction SMILES: [CH:1]([C@@H:4]1[CH2:8][C@@H:7]([CH:9]2[CH2:11][N@@:10]2[S:12]([C:15]2[CH:20]=[CH:19][CH:18]=[CH:17][C:16]=2[N+:21]([O-:23])=[O:22])(=[O:14])=[O:13])[O:6][C:5]1=[O:24])([CH3:3])[CH3:2].[Cl:25][C:26]1[CH:31]=[CH:30][C:29]([F:32])=[CH:28][C:27]=1[N:33]1[CH2:38][C:37]([CH3:40])([CH3:39])[NH:36][CH2:35][C:34]1=[O:41]>C1(C)C=CC=CC=1>[Cl:25][C:26]1[CH:31]=[CH:30][C:29]([F:32])=[CH:28][C:27]=1[N:33]1[C:34](=[O:41])[CH2:35][N:36]([CH2:11][C@H:9]([NH:10][S:12]([C:15]2[CH:20]=[CH:19][CH:18]=[CH:17][C:16]=2[N+:21]([O-:23])=[O:22])(=[O:14])=[O:13])[C@@H:7]2[CH2:8][C@@H:4]([CH:1]([CH3:3])[CH3:2])[C:5](=[O:24])[O:6]2)[C:37]([CH3:40])([CH3:39])[CH2:38]1. Isolated yield 89.1%. Starting materials: FC(C=CC1=C(C=CC=C1)S(=O)(=O)NC(=O)NC)(F)F (N-[2-(3,3,3-trifluoro-1-propen-1-yl)phenylsulfonyl]-N'-methylurea). Solvent: ClC1=CC=CC=C1 (chlorobenzene). Product: FC(C=CC1=C(C=CC=C1)S(=O)(=O)N=C=O)(F)F (2-(3,3,3-trifluoro-1-propen-1-yl)phenylsulfonyl isocyanate). Yield: 105.5%. Reaction SMILES: [F:1][C:2]([F:20])([F:19])[CH:3]=[CH:4][C:5]1[CH:10]=[CH:9][CH:8]=[CH:7][C:6]=1[S:11]([NH:14][C:15](NC)=[O:16])(=[O:13])=[O:12]>ClC1C=CC=CC=1>[F:20][C:2]([F:1])([F:19])[CH:3]=[CH:4][C:5]1[CH:10]=[CH:9][CH:8]=[CH:7][C:6]=1[S:11]([N:14]=[C:15]=[O:16])(=[O:13])=[O:12]. Procedure: 5.9 g of N-[2-(3,3,3-trifluoro-1-propen-1-yl)phenylsulfonyl]-N'-methylurea are suspended in 100 ml of chlorobenzene. The solution is dried by refluxing it in a water separator. Then 6 g of phosgene are introduced into the reaction mixture over 20 minutes at 120°-130° C. The solvent is removed by evaporation, affording 5.6 g of 2-(3,3,3-trifluoro-1-propen-1-yl)phenylsulfonyl isocyanate as a yellowish oil. Starting materials: ClC=1C=NC(=C(C(=O)NC2(CC2)C2=CC=C(C(=O)OC)C=C2)C1)N1CC(C1)NC1=C(C=C(C=C1)F)C (methyl 4-(1-(5-chloro-2-(3-((4-fluoro-2-methylphenyl)amino)azetidin-1-yl)nicotinamido)cyclopropyl)benzoate), [OH-].[Na+] (NaOH). Solvent: C1COCCO1.O (1-4 dioxane water). Reaction conditions: time 8 hour. The product is ClC=1C=NC(=C(C(=O)NC2(CC2)C2=CC=C(C(=O)O)C=C2)C1)N1CC(C1)NC1=C(C=C(C=C1)F)C (4-(1-(5-chloro-2-(3-((4-fluoro-2-methylphenyl)amino)azetidin-1-yl)nicotinamido)cyclopropyl)benzoic acid). Reaction SMILES: [Cl:1][C:2]1[CH:3]=[N:4][C:5]([N:24]2[CH2:27][CH:26]([NH:28][C:29]3[CH:34]=[CH:33][C:32]([F:35])=[CH:31][C:30]=3[CH3:36])[CH2:25]2)=[C:6]([CH:23]=1)[C:7]([NH:9][C:10]1([C:13]2[CH:22]=[CH:21][C:16]([C:17]([O:19]C)=[O:18])=[CH:15][CH:14]=2)[CH2:12][CH2:11]1)=[O:8].[OH-].[Na+]>C1OCCOC1.O>[Cl:1][C:2]1[CH:3]=[N:4][C:5]([N:24]2[CH2:25][CH:26]([NH:28][C:29]3[CH:34]=[CH:33][C:32]([F:35])=[CH:31][C:30]=3[CH3:36])[CH2:27]2)=[C:6]([CH:23]=1)[C:7]([NH:9][C:10]1([C:13]2[CH:22]=[CH:21][C:16]([C:17]([OH:19])=[O:18])=[CH:15][CH:14]=2)[CH2:12][CH2:11]1)=[O:8] |f:1.2,3.4|. Procedure details: To a solution of methyl 4-(1-(5-chloro-2-(3-((4-fluoro-2-methylphenyl)amino)azetidin-1-yl)nicotinamido)cyclopropyl)benzoate (D168) (105 mg, 0.206 mmol) in a mixture 1-4 dioxane/water (3 ml/1 ml), 1N NaOH (0.309 ml) was added. The reaction mixture was stirred at room temperature overnight. Organic solvent was evaporated in vacuo and the reaction mixture was acidified with 2N HCl (pH=5-6). The solid obtained was filtered off and dried to afford the title (E34) (65 mg Reactants: CC1=C(C=O)C=C(C=C1)Cl (2-methyl-5-chlorobenzaldehyde), ClC=1N=NC(=CC1)C1=C(C=CC(=C1)Cl)C (3-chloro-6-(2-methyl-5-chlorophenyl)pyridazine), C(=O)NN (formylhydrazine). Solvent: C(CCC)O (n-butanol). The product is CC1=C(C=C(C=C1)Cl)C=1C=CC=2N(N1)C=NN2 (6-(2-methyl-5-chlorophenyl)-1,2,4-triazolo[4,3-b]pyridazine). RXN SMILES: CC1C=CC(Cl)=CC=1C=O.Cl[C:12]1[N:13]=[N:14][C:15]([C:18]2[CH:23]=[C:22]([Cl:24])[CH:21]=[CH:20][C:19]=2[CH3:25])=[CH:16][CH:17]=1.[CH:26]([NH:28][NH2:29])=O>C(O)CCC>[CH3:25][C:19]1[CH:20]=[CH:21][C:22]([Cl:24])=[CH:23][C:18]=1[C:15]1[CH:16]=[CH:17][C:12]2[N:13]([CH:26]=[N:28][N:29]=2)[N:14]=1. Procedure: As described in Example 35, 2-methyl-5-chlorobenzaldehyde is converted to 3-chloro-6-(2-methyl-5-chlorophenyl)pyridazine. A mixture of the preceding compound and formylhydrazine in n-butanol is refluxed for 24 hours to give the product of the example. Starting materials: CCCOc1nc(C(F)(F)F)cc(=O)n1-c1cc(OC(C)C)c(Cl)cc1F, O=S(=O)(O)O. Yields the product CCCOc1nc(C(F)(F)F)cc(=O)n1-c1cc(O)c(Cl)cc1F. Reaction SMILES: [Cl:1][c:2]1[cH:3][c:4]([F:27])[c:5](-[n:12]2[c:13]([O:23][CH2:24][CH2:25][CH3:26])[n:14][c:15]([C:19]([F:20])([F:21])[F:22])[cH:16][c:17]2=[O:18])[cH:6][c:7]1[O:8][CH:9]([CH3:10])[CH3:11].[S:28](=[O:29])(=[O:30])([OH:31])[OH:32]>>[Cl:1][c:2]1[cH:3][c:4]([F:27])[c:5](-[n:12]2[c:13]([O:23][CH2:24][CH2:25][CH3:26])[n:14][c:15]([C:19]([F:20])([F:21])[F:22])[cH:16][c:17]2=[O:18])[cH:6][c:7]1[OH:8]. Solvent: O1CCOCC1 (dioxane). Reaction conditions: time 30 minute. As a reaction SMILES: C(O)C.[N:4]1[CH:5]=[CH:6][N:7]2[CH:12]=[C:11]([C:13]3[C:17]4[CH2:18][N:19](C(OC(C)(C)C)=O)[CH2:20][CH2:21][C:16]=4[NH:15][N:14]=3)[CH:10]=[CH:9][C:8]=12.Cl>O1CCOCC1>[N:4]1[CH:5]=[CH:6][N:7]2[CH:12]=[C:11]([C:13]3[C:17]4[CH2:18][NH:19][CH2:20][CH2:21][C:16]=4[NH:15][N:14]=3)[CH:10]=[CH:9][C:8]=12. Reactants: C(C)O (Ethanol), C(C)O (ethanol), N=1C=CN2C1C=CC(=C2)C2=NNC1=C2CN(CC1)C(=O)OC(C)(C)C (tert-butyl 3-(imidazo[1,2-a]pyridin-6-yl)-6,7-dihydro-1H-pyrazolo[4,3-c]pyridine-5(4H)-carboxylate), Cl (Hydrochloric acid). The product is N=1C=CN2C1C=CC(=C2)C2=NNC1=C2CNCC1 (3-(imidazo[1,2-a]pyridin-6-yl)-4,5,6,7-tetrahydro-1H-pyrazolo[4,3-c]pyridine). Reported procedure: In a flask, ethanol (1 mL) was added to tert-butyl 3-(imidazo[1,2-a]pyridin-6-yl)-6,7-dihydro-1H-pyrazolo[4,3-c]pyridine-5(4H)-carboxylate (0.750 g, 0.0022 mol). Hydrochloric acid in dioxane (4 M, 8 mL) was added to the reaction and was stirred for 30 minutes. Ethanol (5 mL) was added to the reaction, and the resulting solution was concentrated in vacuo. The crude product was progressed to the next step without further purification.